Dataset: the Open Reaction Database (ORD), a public repository of structured organic reaction records. Task: describe an organic reaction: reactants, conditions, products, and yield Reaction SMILES: [CH3:26][C:27](=[O:28])[OH:29].[CH3:30][OH:31].[Cl:12][c:13]1[c:14]([C:22]([F:23])([F:24])[F:25])[cH:15][c:16]([CH2:17][O:18][NH2:19])[cH:20][cH:21]1.[OH:1][CH2:2][c:3]1[cH:4][cH:5][c:6]([C:9]([CH3:10])=[O:11])[cH:7][cH:8]1>>[OH:1][CH2:2][c:3]1[cH:4][cH:5][c:6]([C:9]([CH3:10])=[N:19][O:18][CH2:17][c:16]2[cH:15][c:14]([C:22]([F:23])([F:24])[F:25])[c:13]([Cl:12])[cH:21][cH:20]2)[cH:7][cH:8]1. Product: CC(=NOCc1ccc(Cl)c(C(F)(F)F)c1)c1ccc(CO)cc1. Reactants: CC(=O)O, CO, NOCc1ccc(Cl)c(C(F)(F)F)c1, CC(=O)c1ccc(CO)cc1. The reactants are C([O-])([O-])=O.[K+].[K+] (potassium carbonate), C(C=C)Br (allyl bromide), C(C)C1=C(C=C(O)C=C1)O (4-Ethylresorcinol), CC(=O)C (acetone). Yields the product C(C=C)OC1=C(C=CC(=C1)OCC=C)CC (2,4-bis(allyloxy)-1-ethylbenzene). The yield is 95.0%. Reaction SMILES: [CH2:1]([C:3]1[CH:9]=[CH:8][C:6]([OH:7])=[CH:5][C:4]=1[OH:10])[CH3:2].C(=O)([O-])[O-].[K+].[K+].[CH2:17](Br)[CH:18]=[CH2:19].[CH3:21][C:22]([CH3:24])=O>>[CH2:17]([O:10][C:4]1[CH:5]=[C:6]([O:7][CH2:24][CH:22]=[CH2:21])[CH:8]=[CH:9][C:3]=1[CH2:1][CH3:2])[CH:18]=[CH2:19] |f:1.2.3|. Procedure: 4-Ethylresorcinol (10 g, 73 mmol) was dissolved in acetone (250 mL), and potassium carbonate (30 g, 220 mmol) and allyl bromide (15 mL, 170 mmol) were added thereto and heated under reflux for 4 hours. The reaction mixture was cooled to room temperature, then filtered through Celite, and the filtrate was concentrated under reduced pressure. The resulting residue was purified through silica gel column chromatography (ethyl acetate/n-hexane=1/9) to obtain 2,4-bis(allyloxy)-1-ethylbenzene (15 g, 95...